Dataset: the Open Reaction Database (ORD), a public repository of structured organic reaction records. Task: describe an organic reaction: reactants, conditions, products, and yield The product is NC1=C(C=C(C=N1)C1=C(N=C2SC(=NN21)C2=CC(=C(OCCNC(OC(C)(C)C)=O)C=C2)OC)C)C(F)(F)F (tert-Butyl 2-(4-(5-(6-amino-5-(trifluoromethyl)pyridin-3-yl)-6-methylimidazo-[2,1-b][1,3,4]thiadiazol-2-yl)-2-methoxyphenoxy)ethylcarbamate). Conditions: temperature 105 celsius, time 2 hour. Reaction SMILES: [NH2:1][C:2]1[N:7]=[CH:6][C:5]([C:8]2[N:15]3[C:11]([S:12][C:13]([C:16]4[CH:21]=[CH:20][C:19]([OH:22])=[C:18]([O:23][CH3:24])[CH:17]=4)=[N:14]3)=[N:10][C:9]=2[CH3:25])=[CH:4][C:3]=1[C:26]([F:29])([F:28])[F:27].Br[CH2:31][CH2:32][NH:33][C:34](=[O:40])[O:35][C:36]([CH3:39])([CH3:38])[CH3:37].C([O-])([O-])=O.[K+].[K+]>CN(C=O)C>[NH2:1][C:2]1[N:7]=[CH:6][C:5]([C:8]2[N:15]3[C:11]([S:12][C:13]([C:16]4[CH:21]=[CH:20][C:19]([O:22][CH2:31][CH2:32][NH:33][C:34](=[O:40])[O:35][C:36]([CH3:39])([CH3:38])[CH3:37])=[C:18]([O:23][CH3:24])[CH:17]=4)=[N:14]3)=[N:10][C:9]=2[CH3:25])=[CH:4][C:3]=1[C:26]([F:28])([F:27])[F:29] |f:2.3.4|. Procedure: To a solution of 4-(5-(6-amino-5-(trifluoromethyl)pyridin-3-yl) -6-methylimidazo[2,1-b][1,3,4]thiadiazol-2-yl)-2-methoxyphenol (0.030 g, 0.07 mmol, 1 eq) in dry DMF (0.8 mL), tert-butyl 2-bromoethylcarbamate (0.020 g, 0.09 mmol, 1.25 eq) and K2CO3 (0.01 g, 0.09 mmol, 1.25 eq) were added. The mixture was stirred at 105° C. for 2 h and cooled to RT. The solvent was evaporated, and the dry residue was taken up in DCM, washed with water (2×1 mL), dried (MgSO4), filtered and concentrated to dryness. ... Starting materials: NC1=C(C=C(C=N1)C1=C(N=C2SC(=NN21)C2=CC(=C(C=C2)O)OC)C)C(F)(F)F (4-(5-(6-amino-5-(trifluoromethyl)pyridin-3-yl) -6-methylimidazo[2,1-b][1,3,4]thiadiazol-2-yl)-2-methoxyphenol), BrCCNC(OC(C)(C)C)=O (tert-butyl 2-bromoethylcarbamate), C(=O)([O-])[O-].[K+].[K+] (K2CO3). Yield: 15.2%. Solvent: CN(C)C=O (DMF). The reactants are C(C)(C)(C)OC(COCCOC=1C=CC2=C(N(C(=N2)C2=CC=CC=C2)C2=CC=CC=C2)C1)=O (2-[2-[(1,2-diphenyl-1H-benzimidazol-6-yl)oxy]ethoxy]acetic acid-tert-butyl ester). Solvent: FC(C(=O)O)(F)F (trifluoroacetic acid), O (water). Reaction conditions: time 48 hour. Yields the product C1(=CC=CC=C1)N1C(=NC2=C1C=C(C=C2)OCCOCC(=O)O)C2=CC=CC=C2 (2-[2-[(1,2-Diphenyl-1H-benzimidazol-6-yl)oxy]ethoxy]acetic acid). Reaction SMILES: C([O:5][C:6](=[O:33])[CH2:7][O:8][CH2:9][CH2:10][O:11][C:12]1[CH:13]=[CH:14][C:15]2[N:19]=[C:18]([C:20]3[CH:25]=[CH:24][CH:23]=[CH:22][CH:21]=3)[N:17]([C:26]3[CH:31]=[CH:30][CH:29]=[CH:28][CH:27]=3)[C:16]=2[CH:32]=1)(C)(C)C>FC(F)(F)C(O)=O.O>[C:26]1([N:17]2[C:16]3[CH:32]=[C:12]([O:11][CH2:10][CH2:9][O:8][CH2:7][C:6]([OH:33])=[O:5])[CH:13]=[CH:14][C:15]=3[N:19]=[C:18]2[C:20]2[CH:21]=[CH:22][CH:23]=[CH:24][CH:25]=2)[CH:27]=[CH:28][CH:29]=[CH:30][CH:31]=1. Procedure: 50 mg of 2-[2-[(1,2-diphenyl-1H-benzimidazol-6-yl)oxy]ethoxy]acetic acid-tert-butyl ester was dissolved in 0.5 ml of trifluoroacetic acid and stirred for 48 hours. Then, it was diluted with water and extracted three times with ethyl acetate. The combined organic phases were washed with saturated sodium chloride solution, dried on sodium sulfate and concentrated by evaporation in a vacuum. The residue was chromatographed on silica gel. Starting materials: CCN(CC)c1ccc(S(C)(=O)=O)cc1C(=O)O, CCOC(C)=O, CC#N, Clc1ccc2nc(N3CCNCC3)ccc2c1, Cl. Yields the product CCN(CC)c1ccc(S(C)(=O)=O)cc1C(=O)N1CCN(c2ccc3cc(Cl)ccc3n2)CC1. RXN SMILES: [CH2:19]([CH3:20])[N:21]([c:22]1[c:23]([C:24](=[O:25])[OH:26])[cH:27][c:28]([S:31](=[O:32])(=[O:33])[CH3:34])[cH:29][cH:30]1)[CH2:35][CH3:36].[CH3:37][CH2:38][O:39][C:40](=[O:41])[CH3:42].[CH3:43][C:44]#[N:45].[Cl:2][c:3]1[cH:4][c:5]2[cH:6][cH:7][c:8]([N:13]3[CH2:14][CH2:15][NH:16][CH2:17][CH2:18]3)[n:9][c:10]2[cH:11][cH:12]1.[ClH:1]>>[Cl:2][c:3]1[cH:4][c:5]2[cH:6][cH:7][c:8]([N:13]3[CH2:14][CH2:15][N:16]([C:24]([c:23]4[c:22]([N:21]([CH2:19][CH3:20])[CH2:35][CH3:36])[cH:30][cH:29][c:28]([S:31](=[O:32])(=[O:33])[CH3:34])[cH:27]4)=[O:25])[CH2:17][CH2:18]3)[n:9][c:10]2[cH:11][cH:12]1.